From a dataset of the Open Reaction Database (ORD), a public repository of structured organic reaction records. describe an organic reaction: reactants, conditions, products, and yield Reactants: CC(=O)O, [Cl-], Cl, O=N[O-], NC(=NO)c1nonc1N, [Na+], [Na+], O. Product: Nc1nonc1C(Cl)=NO. RXN SMILES: [CH3:19][C:20](=[O:21])[OH:22].[Cl-:13].[ClH:11].[N:14]([O-:15])=[O:16].[NH2:1][c:2]1[c:3]([C:7]([NH2:8])=[N:9][OH:10])[n:4][o:5][n:6]1.[Na+:12].[Na+:17].[OH2:18]>>[NH2:1][c:2]1[c:3]([C:7](=[N:9][OH:10])[Cl:11])[n:4][o:5][n:6]1. The reactants are CO, COC(=O)C(C)(C)Oc1cc(C)cc(C)c1C, [Na+], [OH-]. The product is Cc1cc(C)c(C)c(OC(C)(C)C(=O)O)c1. Reaction SMILES: [CH3:20][OH:21].[CH3:3][c:4]1[c:5]([O:6][C:7]([C:8](=[O:9])[O:10][CH3:11])([CH3:12])[CH3:13])[cH:14][c:15]([CH3:19])[cH:16][c:17]1[CH3:18].[Na+:2].[OH-:1]>>[CH3:3][c:4]1[c:5]([O:6][C:7]([C:8](=[O:9])[OH:10])([CH3:12])[CH3:13])[cH:14][c:15]([CH3:19])[cH:16][c:17]1[CH3:18]. As a reaction SMILES: [C:1](=[O:17])([O-])[O:2][CH2:3][CH:4](N1C(=O)CCC1=O)[Si:5]([CH3:8])([CH3:7])[CH3:6].[C:18]([O:22][C:23]([NH:25][CH2:26][CH2:27][NH:28][CH2:29][C:30]([O:32][CH2:33][CH3:34])=[O:31])=[O:24])([CH3:21])([CH3:20])[CH3:19].C([O-])([O-])=O.[K+].[K+]>C(Cl)Cl.O>[C:18]([O:22][C:23]([NH:25][CH2:26][CH2:27][N:28]([C:1]([O:2][CH2:3][CH2:4][Si:5]([CH3:6])([CH3:7])[CH3:8])=[O:17])[CH2:29][C:30]([O:32][CH2:33][CH3:34])=[O:31])=[O:24])([CH3:21])([CH3:20])[CH3:19] |f:2.3.4|. Run in C(Cl)Cl (DCM), O (water). Procedure details: 2,5-Dioxopyrrolidin-1-yl(2-(trimethylsilyl)ethyl) carbonate (5.44 g, 20.99 mmol) was added to a mixture of ethyl 2-((2-((tert-butoxycarbonyl)amino)ethyl)amino)acetate (intermediate 126, 4.70 g, 19.08 mmol) and K2CO3 (5.80 g, 42.0 mmol) in DCM (60 ml) and water (30 ml) at room temperature. The reaction mixture was vigorously stirred for 20 h at room temperature, partitioned between saturated aqueous NaHCO3 solution and DCM, the mixture extracted with DCM (2×), the combined organic layers dried ov... Run at time 20 hour. The product is C(C)(C)(C)OC(=O)NCCN(CC(=O)OCC)C(=O)OCC[Si](C)(C)C (ethyl 2-((2-((tert-butoxycarbonyl)amino)ethyl)((2-(trimethylsilyl)ethoxy)carbonyl)amino)acetate). Reactants: C(OCC([Si](C)(C)C)N1C(CCC1=O)=O)([O-])=O (2,5-Dioxopyrrolidin-1-yl(2-(trimethylsilyl)ethyl) carbonate), C(C)(C)(C)OC(=O)NCCNCC(=O)OCC (ethyl 2-((2-((tert-butoxycarbonyl)amino)ethyl)amino)acetate), C(C)(C)(C)OC(=O)NCCNCC(=O)OCC (ethyl 2-((2-((tert-butoxycarbonyl)amino)ethyl)amino)acetate), C(=O)([O-])[O-].[K+].[K+] (K2CO3). The reactants are [BH4-], Nc1ccc2c(c1Br)C(=O)CC2, [Na+], C1CCOC1, O. Product: Nc1ccc2c(c1Br)C(O)CC2. RXN SMILES: [BH4-:13].[NH2:1][c:2]1[cH:3][cH:4][c:5]2[c:9]([c:10]1[Br:11])[C:8](=[O:12])[CH2:7][CH2:6]2.[Na+:14].[O:16]1[CH2:17][CH2:18][CH2:19][CH2:20]1.[OH2:15]>>[NH2:1][c:2]1[cH:3][cH:4][c:5]2[c:9]([c:10]1[Br:11])[CH:8]([OH:12])[CH2:7][CH2:6]2. Starting materials: [H-], O=Cc1ccc([N+](=O)[O-])o1, [Na+], C1CCOC1, Cc1cc2[nH]c(S)nc2cc1Cl. The product is Cc1cc2[nH]c(Sc3ccc(C=O)o3)nc2cc1Cl. RXN SMILES: [H-:1].[N+:15]([O-:16])(=[O:17])[c:18]1[cH:19][cH:20][c:21]([CH:23]=[O:24])[o:22]1.[Na+:2].[O:25]1[CH2:26][CH2:27][CH2:28][CH2:29]1.[SH:3][c:4]1[n:5][c:6]2[c:7]([nH:8]1)[cH:9][c:10]([CH3:14])[c:11]([Cl:13])[cH:12]2>>[S:3]([c:4]1[n:5][c:6]2[c:7]([nH:8]1)[cH:9][c:10]([CH3:14])[c:11]([Cl:13])[cH:12]2)[c:18]1[cH:19][cH:20][c:21]([CH:23]=[O:24])[o:22]1. The product is Nc1cc(F)cnc1N. The reactants are CCO, Nc1ncc(F)cc1[N+](=O)[O-], [H][H]. RXN SMILES: [CH3:14][CH2:15][OH:16].[F:1][c:2]1[cH:3][c:4]([N+:9]([O-:10])=[O:11])[c:5]([NH2:8])[n:6][cH:7]1.[H:12][H:13]>>[F:1][c:2]1[cH:3][c:4]([NH2:9])[c:5]([NH2:8])[n:6][cH:7]1.